describe an organic reaction: reactants, conditions, products, and yield From a dataset of the Open Reaction Database (ORD), a public repository of structured organic reaction records. Starting materials: [N+](=O)([O-])C=1C=C2C=CNC2=CC1 (5-nitroindole), [H-].[Na+] (sodium hydride), O (water), C1(=CC=CC=C1)S(=O)(=O)Cl (benzenesulfonyl chloride). The solvent is CN(C=O)C (dimethylformamide). Conditions: time 3 minute. Product: C1(=CC=CC=C1)S(=O)(=O)N1C=CC2=CC(=CC=C12)[N+](=O)[O-] (N-Phenylsulfonyl-5-nitroindole). Yield: 89.3%. Reaction SMILES: [N+:1]([C:4]1[CH:5]=[C:6]2[C:10](=[CH:11][CH:12]=1)[NH:9][CH:8]=[CH:7]2)([O-:3])=[O:2].[H-].[Na+].[C:15]1([S:21](Cl)(=[O:23])=[O:22])[CH:20]=[CH:19][CH:18]=[CH:17][CH:16]=1.O>CN(C)C=O>[C:15]1([S:21]([N:9]2[C:10]3[C:6](=[CH:5][C:4]([N+:1]([O-:3])=[O:2])=[CH:12][CH:11]=3)[CH:7]=[CH:8]2)(=[O:23])=[O:22])[CH:20]=[CH:19][CH:18]=[CH:17][CH:16]=1 |f:1.2|. Procedure details: A solution of 5-nitroindole (1.62 g, 10 mmol) in 30 ml of dimethylformamide (DMF) was treated with 60% sodium hydride (0.44 g, 11 mmol) at room temperature. After 3 minutes, benzenesulfonyl chloride (1.766 g, 10 mmol) was added. The mixture was stirred at room temperature overnight and treated with 250 ml of water. A precipitate formed and was filtered to give a yellow solid which was pumped in vacuo to give 2.7 g (89%) of the title compound.